The task is: describe an organic reaction: reactants, conditions, products, and yield. This data is from the Open Reaction Database (ORD), a public repository of structured organic reaction records. The reactants are C(C)(=O)C1=CC(=C(OCCCC(=O)OCC)C(=C1)OC)OC (4-(4-acetyl-2,6-dimethoxyphenoxy)butanoic acid, ethyl ester), C([O-])([O-])=O.[K+].[K+] (potassium carbonate). Yields the product C(C)(=O)C1=CC(=C(OCCCC(=O)O)C(=C1)OC)OC (4-(4-acetyl-2,6-dimethoxyphenoxy)butanoic acid). The yield is 86.0%. RXN SMILES: [C:1]([C:4]1[CH:18]=[C:17]([O:19][CH3:20])[C:7]([O:8][CH2:9][CH2:10][CH2:11][C:12]([O:14]CC)=[O:13])=[C:6]([O:21][CH3:22])[CH:5]=1)(=[O:3])[CH3:2].C(=O)([O-])[O-].[K+].[K+]>>[C:1]([C:4]1[CH:18]=[C:17]([O:19][CH3:20])[C:7]([O:8][CH2:9][CH2:10][CH2:11][C:12]([OH:14])=[O:13])=[C:6]([O:21][CH3:22])[CH:5]=1)(=[O:3])[CH3:2] |f:1.2.3|. Procedure details: Following the method of Preparation 3, 0.179 g (0.577 mmol) of 4-(4-acetyl-2,6-dimethoxyphenoxy)butanoic acid, ethyl ester is treated with potassium carbonate, producing an off-white solid. Recrystallization from ethyl acetate/hexane gives 4-(4-acetyl-2,6-dimethoxyphenoxy)butanoic acid as white crystals (0.14 g, 88%): m.p. 122°-24° C.; IR (KBr) 1735, 1660 cm-1 ; 1H-NMR (CDCl3) is consistent with the desired product; MS (FAB) m/e 283 (M+ +H). Analysis calculated. for C14H18O6 : C, 59.57; H, 6.43;... The reactants are 21.8, NC=1C=C(C=CC1)O (m-aminophenol), C(C)(C)(C)N1CC(C1)O (1-(tert.-butyl)-3-azetidinol), [OH-].[K+] (potassium hydroxide). RXN SMILES: [NH2:1][C:2]1[CH:3]=[C:4]([OH:8])[CH:5]=[CH:6][CH:7]=1.[C:9]([N:13]1[CH2:16][CH:15]([OH:17])[CH2:14]1)([CH3:12])([CH3:11])[CH3:10].[OH-].[K+]>>[NH2:1][C:2]1[CH:3]=[C:4]([CH:5]=[CH:6][CH:7]=1)[O:8][CH2:16][CH:15]([OH:17])[CH2:14][NH:13][C:9]([CH3:12])([CH3:11])[CH3:10] |f:2.3|. Conditions: temperature 140 celsius. Isolated yield 42.3%. Reported procedure: A mixture of 21.8 parts of m-aminophenol, 22 parts of 1-(tert.-butyl)-3-azetidinol and 0.7 part of potassium hydroxide was heated under nitrogen gas at 140° C. for 8 hours with agitation. The reaction mixture was cooled and treated in the same manner as in Example 39. Recrystallization from benzene gave 17.2 parts of 1-(3'-aminophenoxy)-3-(tert.-butylamino)-2-propanol in the form of colorless needles melting at 105° - 106° C. The yield was 42.3%. The results of infra-red spectrum analysis are as... The product is NC=1C=C(OCC(CNC(C)(C)C)O)C=CC1 (1-(3'-aminophenoxy)-3-(tert.-butylamino)-2-propanol), needles. Reactants: OCCNCc1ccccc1, CC#N, Clc1cnc2[nH]c(-c3ccc(OCCN4CCOCC4)cc3)nc2c1Cl. Yields the product OCCN(Cc1ccccc1)c1c(Cl)cnc2nc(-c3ccc(OCCN4CCOCC4)cc3)[nH]c12. Reaction SMILES: [CH2:27]([c:28]1[cH:29][cH:30][cH:31][cH:32][cH:33]1)[NH:34][CH2:35][CH2:36][OH:37].[CH3:38][C:39]#[N:40].[Cl:1][c:2]1[c:3]([Cl:26])[c:4]2[c:5]([n:6][cH:7]1)[nH:8][c:9](-[c:11]1[cH:12][cH:13][c:14]([O:17][CH2:18][CH2:19][N:20]3[CH2:21][CH2:22][O:23][CH2:24][CH2:25]3)[cH:15][cH:16]1)[n:10]2>>[Cl:1][c:2]1[c:3]([N:34]([CH2:27][c:28]2[cH:29][cH:30][cH:31][cH:32][cH:33]2)[CH2:35][CH2:36][OH:37])[c:4]2[c:5]([n:6][cH:7]1)[n:8][c:9](-[c:11]1[cH:12][cH:13][c:14]([O:17][CH2:18][CH2:19][N:20]3[CH2:21][CH2:22][O:23][CH2:24][CH2:25]3)[cH:15][cH:16]1)[nH:10]2. Reactants: OC1=CC=C(C(=O)N)C=C1 (4-hydroxybenzamide), C1(=CC=CC=C1)S(=O)(=O)OCCCl (2-(benzenesulphonyloxy)ethyl chloride), C([O-])([O-])=O.[K+].[K+] (potassium carbonate). Run in CC(CC)=O (butan-2-one). Yields the product ClCCOC1=CC=C(C(=O)N)C=C1 (4-(2-Chloroethoxy)benzamide). RXN SMILES: [OH:1][C:2]1[CH:10]=[CH:9][C:5]([C:6]([NH2:8])=[O:7])=[CH:4][CH:3]=1.C1(S(O[CH2:21][CH2:22][Cl:23])(=O)=O)C=CC=CC=1.C(=O)([O-])[O-].[K+].[K+]>CC(=O)CC>[Cl:23][CH2:22][CH2:21][O:1][C:2]1[CH:10]=[CH:9][C:5]([C:6]([NH2:8])=[O:7])=[CH:4][CH:3]=1 |f:2.3.4|. Procedure details: A mixture of 4-hydroxybenzamide (194 g, 1.25M), 2-(benzenesulphonyloxy)ethyl chloride (359 g, 1.8M), and potassium carbonate (172.8 g, 1.25M) in butan-2-one (2.16 1) was stirred at reflux for 24 hours. After cooling, distilled water (2.0 1) was added and the resultant precipitate filtered off, washed with water, and dried. Crystallisation from ethanol gave the title compound, yield (232.0 g), m.p. 66°. Starting materials: C1(=NC=CC2=CC=CC=C12)C#N (1-isoquinolinecarbonitrile), BrC1=CC=C(C=C1)CCCC (1-bromo-4-butylbenzene), [Mg] (magnesium), Cl (hydrochloric acid), BrCCBr (1,2-dibromoethane), [OH-].[Na+] (sodium hydroxide). Solvent: O1CCCC1 (tetrahydrofuran), O1CCCC1 (tetrahydrofuran), CO (methanol). Reaction conditions: temperature 0 celsius, time 3 hour. Yields the product C(CCC)C1=CC=C(C=C1)C(=O)C1=NC=CC2=CC=CC=C12 ((4-butylphenyl)(1-isoquinolyl)ketone). As a reaction SMILES: Br[C:2]1[CH:7]=[CH:6][C:5]([CH2:8][CH2:9][CH2:10][CH3:11])=[CH:4][CH:3]=1.[Mg].BrCCBr.[C:17]1([C:27]#N)[C:26]2[C:21](=[CH:22][CH:23]=[CH:24][CH:25]=2)[CH:20]=[CH:19][N:18]=1.Cl.[OH-:30].[Na+]>CO.O1CCCC1>[CH2:8]([C:5]1[CH:6]=[CH:7][C:2]([C:27]([C:17]2[C:26]3[C:21](=[CH:22][CH:23]=[CH:24][CH:25]=3)[CH:20]=[CH:19][N:18]=2)=[O:30])=[CH:3][CH:4]=1)[CH2:9][CH2:10][CH3:11] |f:5.6|. Reported procedure: Under a nitrogen atmosphere, 1-bromo-4-butylbenzene (2.29 ml, 13.0 mmol) was added to a mixed solution of magnesium (338 mg, 13.9 mmol) and tetrahydrofuran (6.5 ml), and as an initiator, catalytic amount of 1,2-dibromoethane was added, and this was stirred under reflux for 10 minutes. The solution was cooled to 0° C., a tetrahydrofuran solution of 1-isoquinolinecarbonitrile (1.0 g, 6.49 mmol) was added, and was stirred for another 1 hour at room temperature, and at 70° C. for 3 hours. Subsequent... Product: N1N=CN=C1C=1C=C2C(=NNC2=CC1)C=1C=C(C=CC1)C(=O)N[C@@H]1[C@@H](CC2=CC=CC=C12)O ([3-(5-(1H-1,2,4-TRIAZOL-5-YL)(1H-INDAZOL-3-YL))PHENYL]-N-((1S,2R)-2-HYDROXYINDANYL)CARBOXAMIDE). Procedure details: To a stirred solution of methyl 3-{1-perhydro-2H-pyran-2-yl-5-[1-(triphenylmethyl) (1,2,4-triazol-3-yl)]-1H-indazol-3-yl}benzoate (0.400 g, 0.619 mmol) in a tetrahydrofuran/water mixture (2.50 mL/1.00 mL) was added lithium hydroxide monohydrate (0.0780 g, 1.86 mmol) and the mixture heated at 60° C. for 21 h. To this mixture was added tetrahydrofuran (2.00 mL), (1S,2R)-(−)-cis-1-amino-2-indanol (0.277 g, 1.86 mmol), 1-hydroxybenzotriazole hydrate (0.251 g, 1.86 mmol) and 1-(3-dimethylaminopropyl)... Solvent: O1CCCC1.O (tetrahydrofuran water), O1CCCC1 (tetrahydrofuran). Yield: 126.6%. Reaction SMILES: O1CCCCC1[N:7]1[C:15]2[C:10](=[CH:11][C:12]([C:16]3[N:20]=[CH:19][N:18](C(C4C=CC=CC=4)(C4C=CC=CC=4)C4C=CC=CC=4)[N:17]=3)=[CH:13][CH:14]=2)[C:9]([C:40]2[CH:41]=[C:42]([CH:47]=[CH:48][CH:49]=2)[C:43](OC)=[O:44])=[N:8]1.O.[OH-].[Li+].[CH2:53]1[C:61]2[C:56](=[CH:57][CH:58]=[CH:59][CH:60]=2)[C@H:55]([NH2:62])[C@@H:54]1[OH:63].O.ON1C2C=CC=CC=2N=N1.Cl.CN(C)CCCN=C=NCC>O1CCCC1.O1CCCC1.O>[NH:17]1[C:16]([C:12]2[CH:11]=[C:10]3[C:15](=[CH:14][CH:13]=2)[NH:7][N:8]=[C:9]3[C:40]2[CH:41]=[C:42]([C:43]([NH:62][C@H:55]3[C:56]4[C:61](=[CH:60][CH:59]=[CH:58][CH:57]=4)[CH2:53][C@H:54]3[OH:63])=[O:44])[CH:47]=[CH:48][CH:49]=2)=[N:20][CH:19]=[N:18]1 |f:1.2.3,5.6,7.8,10.11|. Reaction conditions: temperature 60 celsius, time 18 hour. The reactants are O1C(CCCC1)N1N=C(C2=CC(=CC=C12)C1=NN(C=N1)C(C1=CC=CC=C1)(C1=CC=CC=C1)C1=CC=CC=C1)C=1C=C(C(=O)OC)C=CC1 (methyl 3-{1-perhydro-2H-pyran-2-yl-5-[1-(triphenylmethyl) (1,2,4-triazol-3-yl)]-1H-indazol-3-yl}benzoate), O.[OH-].[Li+] (lithium hydroxide monohydrate), C1[C@H]([C@H](C2=CC=CC=C21)N)O ((1S,2R)-(−)-cis-1-amino-2-indanol), O.ON1N=NC2=C1C=CC=C2 (1-hydroxybenzotriazole hydrate), Cl.CN(CCCN=C=NCC)C (1-(3-dimethylaminopropyl)-3-ethylcarbodiimide hydrochloride). The reactants are Brc1ccn2nc(N3CCOCC3)nc2c1, CC(C)(C)OC(N)=O, O=C([O-])[O-], [Cs+], [Cs+], O=C(C=Cc1ccccc1)C=Cc1ccccc1, C1COCCO1, O=C(C=Cc1ccccc1)C=Cc1ccccc1, O=C(C=Cc1ccccc1)C=Cc1ccccc1, [Pd], [Pd], CC1(C)c2cccc(P(c3ccccc3)c3ccccc3)c2Oc2c(P(c3ccccc3)c3ccccc3)cccc21. Yields the product CC(C)(C)OC(=O)Nc1ccn2nc(N3CCOCC3)nc2c1. Reaction SMILES: [Br:1][c:2]1[cH:3][c:4]2[n:5]([cH:6][cH:7]1)[n:8][c:9]([N:11]1[CH2:12][CH2:13][O:14][CH2:15][CH2:16]1)[n:10]2.[C:17]([NH2:18])([O:19][C:20]([CH3:21])([CH3:22])[CH3:23])=[O:24].[C:67](=[O:68])([O-:69])[O-:70].[Cs+:71].[Cs+:72].[O:117]=[C:118]([CH:119]=[CH:120][c:121]1[cH:122][cH:123][cH:124][cH:125][cH:126]1)[CH:127]=[CH:128][c:129]1[cH:130][cH:131][cH:132][cH:133][cH:134]1.[O:73]1[CH2:74][CH2:75][O:76][CH2:77][CH2:78]1.[O:81]=[C:82]([CH:83]=[CH:84][c:85]1[cH:86][cH:87][cH:88][cH:89][cH:90]1)[CH:91]=[CH:92][c:93]1[cH:94][cH:95][cH:96][cH:97][cH:98]1.[O:99]=[C:100]([CH:101]=[CH:102][c:103]1[cH:104][cH:105][cH:106][cH:107][cH:108]1)[CH:109]=[CH:110][c:111]1[cH:112][cH:113][cH:114][cH:115][cH:116]1.[Pd:79].[Pd:80].[c:25]1([P:26]([c:27]2[cH:28][cH:29][cH:30][cH:31][cH:32]2)[c:33]2[c:34]3[c:58]([cH:59][cH:60][cH:61]2)[C:55]([CH3:56])([CH3:57])[c:37]2[c:36]([c:41]([P:42]([c:43]4[cH:44][cH:45][cH:46][cH:47][cH:48]4)[c:49]4[cH:50][cH:51][cH:52][cH:53][cH:54]4)[cH:40][cH:39][cH:38]2)[O:35]3)[cH:62][cH:63][cH:64][cH:65][cH:66]1>>[c:2]1([NH:18][C:17]([O:19][C:20]([CH3:21])([CH3:22])[CH3:23])=[O:24])[cH:3][c:4]2[n:5]([cH:6][cH:7]1)[n:8][c:9]([N:11]1[CH2:12][CH2:13][O:14][CH2:15][CH2:16]1)[n:10]2. Reactants: ClC=1C=C2C(=CC(=NC2=CC1)C1=CC=C(C=C1)C)C(=O)O (6-chloro-2-(4-methylphenyl)-4-quinolinecarboxylic acid), S(=O)(Cl)Cl (thionyl chloride). The solvent is C1(=CC=CC=C1)C (toluene). Yields the product ClC=1C=C2C(=CC(=NC2=CC1)C1=CC=C(C=C1)C)C(=O)Cl (6-chloro-2-(4-methylphenyl)-4-quinolinecarbonyl chloride). As a reaction SMILES: [Cl:1][C:2]1[CH:3]=[C:4]2[C:9](=[CH:10][CH:11]=1)[N:8]=[C:7]([C:12]1[CH:17]=[CH:16][C:15]([CH3:18])=[CH:14][CH:13]=1)[CH:6]=[C:5]2[C:19]([OH:21])=O.S(Cl)([Cl:24])=O>C1(C)C=CC=CC=1>[Cl:1][C:2]1[CH:3]=[C:4]2[C:9](=[CH:10][CH:11]=1)[N:8]=[C:7]([C:12]1[CH:17]=[CH:16][C:15]([CH3:18])=[CH:14][CH:13]=1)[CH:6]=[C:5]2[C:19]([Cl:24])=[O:21]. Procedure details: A mixture of 28.4 g of 6-chloro-2-(4-methylphenyl)-4-quinolinecarboxylic acid, 100 ml of thionyl chloride, and 200 ml of toluene was stirred and heated under reflux for 1.5 hr. The reaction mixture was then concentrated in vacuo, the residue was treated with more toluene, and the mixture again concentrated in vacuo. The residue was recrystallized from 300 ml of heptane to give 17.7 g of the above-named compound as a yellow solid. Starting materials: C(C1=CC=CC=C1)OC(=O)N1CCC(CC1)NC(N(C1=CC=CC=C1)CCCN1CCC(CC1)CC1=CC=CC=C1)=O (N′-[1-(Benzyloxycarbonyl)-4-piperidinyl]-N-[3-(4-benzyl-1-piperidinyl)propyl]-N-phenylurea). The reagents and catalysts are [C].[Pd] (palladium carbon). Solvent: CO (methanol). Product: C(C1=CC=CC=C1)C1CCN(CC1)CCCN(C(=O)NC1CCNCC1)C1=CC=CC=C1 (N-[3-(4-Benzyl-1-piperidinyl)propyl]-N-phenyl-N′-(4-piperidinyl)urea). Yield: 97.9%. RXN SMILES: C(OC([N:11]1[CH2:16][CH2:15][CH:14]([NH:17][C:18](=[O:42])[N:19]([CH2:26][CH2:27][CH2:28][N:29]2[CH2:34][CH2:33][CH:32]([CH2:35][C:36]3[CH:41]=[CH:40][CH:39]=[CH:38][CH:37]=3)[CH2:31][CH2:30]2)[C:20]2[CH:25]=[CH:24][CH:23]=[CH:22][CH:21]=2)[CH2:13][CH2:12]1)=O)C1C=CC=CC=1>CO.[C].[Pd]>[CH2:35]([CH:32]1[CH2:31][CH2:30][N:29]([CH2:28][CH2:27][CH2:26][N:19]([C:20]2[CH:21]=[CH:22][CH:23]=[CH:24][CH:25]=2)[C:18]([NH:17][CH:14]2[CH2:15][CH2:16][NH:11][CH2:12][CH2:13]2)=[O:42])[CH2:34][CH2:33]1)[C:36]1[CH:37]=[CH:38][CH:39]=[CH:40][CH:41]=1 |f:2.3|. Reported procedure: The compound obtained in Example 12 (5.50 g, 9.7 mmol) was dissolved in methanol (60 ml). To the solution was added 10% palladium carbon (water content:50%, 2.2 g), and the mixture was subjected to catalytic hydrogenation reaction at room temperature for 16 hours. The catalyst was filtered off, and the filtrate was concentrated under reduced pressure to give the titled compound (4.11 g, 9.5 mmol, Yield 98%).